From a dataset of the Open Reaction Database (ORD), a public repository of structured organic reaction records. describe an organic reaction: reactants, conditions, products, and yield The reactants are ClC1=NC(=NC(=C1)SC)C (4-chloro-2-methyl-6-(methylthio)pyrimidine), FC1=C(C=C(C=N1)C(C)N1CCOCC1)B1OC(C(O1)(C)C)(C)C (4-(1-(6-fluoro-5-(4,4,5,5-tetramethyl-1,3,2-dioxaborolan-2-yl)pyridin-3-yl)ethyl)morpholine), C([O-])([O-])=O.[Na+].[Na+] (sodium carbonate), COCCOC (DME). Reagents/catalysts: Cl[Pd]([P](C1=CC=CC=C1)(C2=CC=CC=C2)C3=CC=CC=C3)([P](C4=CC=CC=C4)(C5=CC=CC=C5)C6=CC=CC=C6)Cl (trans-dichlorobis(triphenyl-phosphine)palladium (II)). Run in O (water). Run at temperature 90 celsius. Yields the product FC1=C(C=C(C=N1)C(C)N1CCOCC1)C1=NC(=NC(=C1)SC)C (4-(1-(6-Fluoro-5-(2-Methyl-6-(Methylthio)Pyrimidin-4-yl)Pyridin-3-yl)Ethyl)Morpholine). The yield is 78.8%. RXN SMILES: Cl[C:2]1[CH:7]=[C:6]([S:8][CH3:9])[N:5]=[C:4]([CH3:10])[N:3]=1.[F:11][C:12]1[N:17]=[CH:16][C:15]([CH:18]([N:20]2[CH2:25][CH2:24][O:23][CH2:22][CH2:21]2)[CH3:19])=[CH:14][C:13]=1B1OC(C)(C)C(C)(C)O1.C(=O)([O-])[O-].[Na+].[Na+].COCCOC>Cl[Pd](Cl)([P](C1C=CC=CC=1)(C1C=CC=CC=1)C1C=CC=CC=1)[P](C1C=CC=CC=1)(C1C=CC=CC=1)C1C=CC=CC=1.O>[F:11][C:12]1[N:17]=[CH:16][C:15]([CH:18]([N:20]2[CH2:25][CH2:24][O:23][CH2:22][CH2:21]2)[CH3:19])=[CH:14][C:13]=1[C:2]1[CH:7]=[C:6]([S:8][CH3:9])[N:5]=[C:4]([CH3:10])[N:3]=1 |f:2.3.4,^1:49,68|. Reported procedure: To a 20 mL microwave vials was added 4-chloro-2-methyl-6-(methylthio)pyrimidine (0.175 g, 1.002 mmol), 2-fluoro-5-(1-morpholinoethyl)pyridin-3-ylboronic acid (Example 339 Step 3) (0.305 g, 1.202 mmol), trans-dichlorobis(triphenyl-phosphine)palladium (II) (Strem) (0.056 g, 0.080 mmol), sodium carbonate (JT Baker) (0.531 mg, 5.01 mmol), DME (10 mL), and water (2.5 mL). The vial was degassed by bubbling N2 for 5 min then sealed off and microwave heated at 90° C. for 20 min. The reaction mixture was... Reactants: BrCC(=O)Br (2-bromoacetyl bromide), C(C)NCC (diethylamine), NC1=CC=CC=C1 (aniline), C1(=CC(=CC=C1)S(=O)(=O)Cl)C (toluene-3-sulfonyl chloride). Yields the product C(C)N(C(CN(S(=O)(=O)C=1C=C(C=CC1)C)C1=CC=CC=C1)=O)CC (N,N-Diethyl-2-[phenyl-(toluene-3-sulfonyl)-amino]-acetamide). As a reaction SMILES: Br[CH2:2][C:3](Br)=[O:4].[CH2:6]([NH:8][CH2:9][CH3:10])[CH3:7].[NH2:11][C:12]1[CH:17]=[CH:16][CH:15]=[CH:14][CH:13]=1.[C:18]1([CH3:28])[CH:23]=[CH:22][CH:21]=[C:20]([S:24](Cl)(=[O:26])=[O:25])[CH:19]=1>>[CH2:6]([N:8]([CH2:9][CH3:10])[C:3](=[O:4])[CH2:2][N:11]([C:12]1[CH:17]=[CH:16][CH:15]=[CH:14][CH:13]=1)[S:24]([C:20]1[CH:19]=[C:18]([CH3:28])[CH:23]=[CH:22][CH:21]=1)(=[O:26])=[O:25])[CH3:7]. Procedure: prepared by reaction of 2-bromoacetyl bromide with diethylamine, aniline and toluene-3-sulfonyl chloride RXN SMILES: [BH4-:30].[CH3:32][OH:33].[CH3:34][CH2:35][O:36][C:37](=[O:38])[CH3:39].[Cl:1][C:2]([c:3]1[n:4][c:5](-[c:8]2[cH:9][c:10]([N:14]3[CH2:15][CH2:16][N:17]([C:20](=[O:21])[O:22][CH2:23][C:24]([CH3:25])([CH3:26])[CH3:27])[CH2:18][CH2:19]3)[n:11][cH:12][cH:13]2)[n:6][o:7]1)([Cl:28])[Cl:29].[Na+:31]>>[cH:3]1[n:4][c:5](-[c:8]2[cH:9][c:10]([N:14]3[CH2:15][CH2:16][N:17]([C:20](=[O:21])[O:22][CH2:23][C:24]([CH3:25])([CH3:26])[CH3:27])[CH2:18][CH2:19]3)[n:11][cH:12][cH:13]2)[n:6][o:7]1. Reactants: [BH4-], CO, CCOC(C)=O, CC(C)(C)COC(=O)N1CCN(c2cc(-c3noc(C(Cl)(Cl)Cl)n3)ccn2)CC1, [Na+]. The product is CC(C)(C)COC(=O)N1CCN(c2cc(-c3ncon3)ccn2)CC1. Reactants: CC#N, ClC(Cl)(Cl)Cl, [O-][I+3]([O-])([O-])[O-], O=C(OCCCCCON=[N+]([O-])N1CCCC1CO)c1ccc([N+](=O)[O-])cc1, [Na+], O, O, Cl[Ru](Cl)Cl. Product: O=C(OCCCCCON=[N+]([O-])N1CCCC1C(=O)O)c1ccc([N+](=O)[O-])cc1. Reaction SMILES: [CH3:35][C:36]#[N:37].[Cl:38][C:39]([Cl:40])([Cl:41])[Cl:42].[I+3:29]([O-:30])([O-:31])([O-:32])[O-:33].[N+:1](=[O:2])([O-:3])[c:4]1[cH:5][cH:6][c:7]([C:8](=[O:9])[O:10][CH2:11][CH2:12][CH2:13][CH2:14][CH2:15][O:16][N:17]=[N+:18]([O-:19])[N:20]2[CH:21]([CH2:25][OH:26])[CH2:22][CH2:23][CH2:24]2)[cH:27][cH:28]1.[Na+:34].[OH2:43].[OH2:44].[Ru:45]([Cl:46])([Cl:47])[Cl:48]>>[N+:1](=[O:2])([O-:3])[c:4]1[cH:5][cH:6][c:7]([C:8](=[O:9])[O:10][CH2:11][CH2:12][CH2:13][CH2:14][CH2:15][O:16][N:17]=[N+:18]([O-:19])[N:20]2[CH:21]([C:25](=[O:26])[OH:30])[CH2:22][CH2:23][CH2:24]2)[cH:27][cH:28]1. Starting materials: [Al+3], C1CCOC1, COc1ccc2c(c1)CCN(S(=O)(=O)c1ccc(C)cc1)CC2, CCOC(C)=O, [H-], [H-], [H-], [H-], [Li+], [Na+], [OH-], O. Product: COc1ccc2c(c1)CCNCC2. As a reaction SMILES: [Al+3:25].[CH2:33]1[O:34][CH2:35][CH2:36][CH2:37]1.[CH3:1][O:2][c:3]1[cH:4][c:5]2[c:6]([cH:22][cH:23]1)[CH2:7][CH2:8][N:9]([S:12]([c:13]1[cH:14][cH:15][c:16]([CH3:17])[cH:18][cH:19]1)(=[O:20])=[O:21])[CH2:10][CH2:11]2.[CH3:38][CH2:39][O:40][C:41]([CH3:42])=[O:43].[H-:24].[H-:27].[H-:28].[H-:29].[Li+:26].[Na+:32].[OH-:31].[OH2:30]>>[CH3:1][O:2][c:3]1[cH:4][c:5]2[c:6]([cH:22][cH:23]1)[CH2:7][CH2:8][NH:9][CH2:10][CH2:11]2. Starting materials: OC1=CC=C2C=C(C(OC2=C1C)=O)NC(OCC1=CC=CC=C1)=O (benzyl 7-hydroxy-8-methyl-2-oxo-2H-chromen-3-ylcarbamate), C(C)(C)N(C(C)C)CC (N,N-diisopropylethylamine), COCCl (methoxymethylchloride). Run in CN(C=O)C (N,N-dimethylformamide). Reaction conditions: temperature 0 celsius, time 30 minute. Yields the product COCOC1=CC=C2C=C(C(OC2=C1C)=O)NC(OCC1=CC=CC=C1)=O (Benzyl 7-(methoxymethoxy)-8-methyl-2-oxo-2H-chromen-3-ylcarbamate), solid. Isolated yield 82.0%. Reaction SMILES: [OH:1][C:2]1[C:11]([CH3:12])=[C:10]2[C:5]([CH:6]=[C:7]([NH:14][C:15](=[O:24])[O:16][CH2:17][C:18]3[CH:23]=[CH:22][CH:21]=[CH:20][CH:19]=3)[C:8](=[O:13])[O:9]2)=[CH:4][CH:3]=1.C(N(CC)C(C)C)(C)C.[CH3:34][O:35][CH2:36]Cl>CN(C)C=O>[CH3:34][O:35][CH2:36][O:1][C:2]1[C:11]([CH3:12])=[C:10]2[C:5]([CH:6]=[C:7]([NH:14][C:15](=[O:24])[O:16][CH2:17][C:18]3[CH:19]=[CH:20][CH:21]=[CH:22][CH:23]=3)[C:8](=[O:13])[O:9]2)=[CH:4][CH:3]=1. Procedure: To a solution of benzyl 7-hydroxy-8-methyl-2-oxo-2H-chromen-3-ylcarbamate 7 (975 mg, 3.0 mmol) in anhydrous N,N-dimethylformamide (15 mL) was added N,N-diisopropylethylamine (1.01 mL, 7.5 mmol) over 5 minutes at room temperature. The resulting solution was stirred for 30 minutes and cooled to 0° C. To it was added methoxymethylchloride (1.25 mL, 7.5 mmol) dropwise and the resulting mixture was stirred at room temperature for 3 hours. The reaction was quenched by water and the precipitate was fil...